From a dataset of the Open Reaction Database (ORD), a public repository of structured organic reaction records. describe an organic reaction: reactants, conditions, products, and yield Starting materials: O=C1Nc2cc(CN3CCN(c4ccc(Br)cc4)CC3)cnc2N2CCCCC12, O=C([O-])O, COc1cc(B(O)O)ccn1, [Na+], C1COCCO1. The product is COc1cc(-c2ccc(N3CCN(Cc4cnc5c(c4)NC(=O)C4CCCCN54)CC3)cc2)ccn1. As a reaction SMILES: [Br:1][c:2]1[cH:3][cH:4][c:5]([N:8]2[CH2:9][CH2:10][N:11]([CH2:14][c:15]3[cH:16][c:17]4[c:22]([n:23][cH:24]3)[N:21]3[CH:20]([C:19](=[O:29])[NH:18]4)[CH2:28][CH2:27][CH2:26][CH2:25]3)[CH2:12][CH2:13]2)[cH:6][cH:7]1.[C:41](=[O:42])([OH:43])[O-:44].[CH3:30][O:31][c:32]1[n:33][cH:34][cH:35][c:36]([B:38]([OH:39])[OH:40])[cH:37]1.[Na+:45].[O:46]1[CH2:47][CH2:48][O:49][CH2:50][CH2:51]1>>[c:2]1(-[c:36]2[cH:35][cH:34][n:33][c:32]([O:31][CH3:30])[cH:37]2)[cH:3][cH:4][c:5]([N:8]2[CH2:9][CH2:10][N:11]([CH2:14][c:15]3[cH:16][c:17]4[c:22]([n:23][cH:24]3)[N:21]3[CH:20]([C:19](=[O:29])[NH:18]4)[CH2:28][CH2:27][CH2:26][CH2:25]3)[CH2:12][CH2:13]2)[cH:6][cH:7]1. Solvent: C1CCOC1 (THF). The reactants are C(C1=CC=CC=C1)ON1[C@@H]2CC[C@H](N(C1=O)C2)C=2OC(=NN2)N2CCN(CC2)C ((2S,5R)-6-(benzyloxy)-2-(5-(4-methylpiperazin-1-yl)-1,3,4-oxadiazol-2-yl)-1,6-diaza-bicyclo[3.2.1]octan-7-one). Product: ON1[C@@H]2CC[C@H](N(C1=O)C2)C=2OC(=NN2)N2CCN(CC2)C ((2S,5R)-6-hydroxy-2-(5-(4-methylpiperazin-1-yl)-1,3,4-oxadiazol-2-yl)-1,6-diaza-bicyclo[3.2.1]octan-7-one). Isolated yield 97.9%. Conditions: time 3 hour. Reagents/catalysts: [Pd] (Pd/C). Procedure details: To a solution of (2S,5R)-6-(benzyloxy)-2-(5-(4-methylpiperazin-1-yl)-1,3,4-oxadiazol-2-yl)-1,6-diaza-bicyclo[3.2.1]octan-7-one (202 mg, 0.51 mmol) in THF (150 mL) was added 10% Pd/C (300 mg). The mixture was stirred under H2 atmosphere at rt for 3 hrs then filtered and concentrated to afford (2S,5R)-6-hydroxy-2-(5-(4-methylpiperazin-1-yl)-1,3,4-oxadiazol-2-yl)-1,6-diaza-bicyclo[3.2.1]octan-7-one (154 mg, 98%), which was used directly in the next step. ESI-MS (EI+, m/z): 309.1 [M+H]+. RXN SMILES: C([O:8][N:9]1[C:15](=[O:16])[N:14]2[CH2:17][C@H:10]1[CH2:11][CH2:12][C@H:13]2[C:18]1[O:19][C:20]([N:23]2[CH2:28][CH2:27][N:26]([CH3:29])[CH2:25][CH2:24]2)=[N:21][N:22]=1)C1C=CC=CC=1>C1COCC1.[Pd]>[OH:8][N:9]1[C:15](=[O:16])[N:14]2[CH2:17][C@H:10]1[CH2:11][CH2:12][C@H:13]2[C:18]1[O:19][C:20]([N:23]2[CH2:28][CH2:27][N:26]([CH3:29])[CH2:25][CH2:24]2)=[N:21][N:22]=1. Reactants: Cc1ccc([O-])cc1, CN(C)C=O, CC(C)c1cc(C(=O)CCl)cc(C(C)C)c1O, Cl, [K+]. Product: Cc1ccc(OCC(=O)c2cc(C(C)C)c(O)c(C(C)C)c2)cc1. RXN SMILES: [CH3:1][c:2]1[cH:3][cH:4][c:5]([O-:8])[cH:6][cH:7]1.[CH3:28][N:29]([CH3:30])[CH:31]=[O:32].[Cl:10][CH2:11][C:12](=[O:13])[c:14]1[cH:15][c:16]([CH:24]([CH3:25])[CH3:26])[c:17]([OH:23])[c:18]([CH:20]([CH3:21])[CH3:22])[cH:19]1.[ClH:27].[K+:9]>>[CH3:1][c:2]1[cH:3][cH:4][c:5]([O:8][CH2:11][C:12](=[O:13])[c:14]2[cH:15][c:16]([CH:24]([CH3:25])[CH3:26])[c:17]([OH:23])[c:18]([CH:20]([CH3:21])[CH3:22])[cH:19]2)[cH:6][cH:7]1. The reactants are COC(=O)CBr, CCCCCc1c(-c2ccccc2)n(Cc2ccccc2)c2ccc(-c3ccc(O)cc3)cc12, CC(C)=O, [K+], [K+], O=C([O-])[O-]. Product: CCCCCc1c(-c2ccccc2)n(Cc2ccccc2)c2ccc(-c3ccc(OCC(=O)OC)cc3)cc12. Reaction SMILES: [Br:41][CH2:42][C:43](=[O:44])[O:45][CH3:46].[CH2:1]([c:2]1[cH:3][cH:4][cH:5][cH:6][cH:7]1)[n:8]1[c:9](-[c:29]2[cH:30][cH:31][cH:32][cH:33][cH:34]2)[c:10]([CH2:24][CH2:25][CH2:26][CH2:27][CH3:28])[c:11]2[cH:12][c:13](-[c:17]3[cH:18][cH:19][c:20]([OH:23])[cH:21][cH:22]3)[cH:14][cH:15][c:16]12.[CH3:47][C:48](=[O:49])[CH3:50].[K+:35].[K+:36].[O-:37][C:38]([O-:39])=[O:40]>>[CH2:1]([c:2]1[cH:3][cH:4][cH:5][cH:6][cH:7]1)[n:8]1[c:9](-[c:29]2[cH:30][cH:31][cH:32][cH:33][cH:34]2)[c:10]([CH2:24][CH2:25][CH2:26][CH2:27][CH3:28])[c:11]2[cH:12][c:13](-[c:17]3[cH:18][cH:19][c:20]([O:23][CH2:42][C:43](=[O:44])[O:45][CH3:46])[cH:21][cH:22]3)[cH:14][cH:15][c:16]12.